The task is: describe an organic reaction: reactants, conditions, products, and yield. This data is from the Open Reaction Database (ORD), a public repository of structured organic reaction records. The reactants are FC=1C(=NOC1C)OC[C@H](C)N1C(C2=CC=CC=C2C1=O)=O (2-{(1S)-2-[(4-fluoro-5-methylisoxazol-3-yl)oxy]-1-methylethyl}-1H-isoindole-1,3(2H)-dione), BrN1C(CCC1=O)=O (N-bromosuccinimide), N(=NC(C#N)(C)C)C(C#N)(C)C (2,2′-azobis(2-methylpropionitrile)), FC(F)(F)C1=CC=CC=C1 ((trifluoromethyl)benzene). Solvent: O (Water). Run at temperature 100 celsius, time 8 hour. Yields the product FC=1C(=NOC1CO)OC[C@H](C)N1C(C2=CC=CC=C2C1=O)=O (2-[(1S)-2-{[4-fluoro-5-(hydroxymethyl)isoxazol-3-yl]oxy}-1-methylethyl]-1H-isoindole-1,3(2H)-dione). The yield is 29.3%. RXN SMILES: [F:1][C:2]1[C:3]([O:8][CH2:9][C@@H:10]([N:12]2[C:20](=[O:21])[C:19]3[C:14](=[CH:15][CH:16]=[CH:17][CH:18]=3)[C:13]2=[O:22])[CH3:11])=[N:4][O:5][C:6]=1[CH3:7].BrN1C(=[O:29])CCC1=O.N(C(C)(C)C#N)=NC(C)(C)C#N.FC(C1C=CC=CC=1)(F)F>O>[F:1][C:2]1[C:3]([O:8][CH2:9][C@@H:10]([N:12]2[C:20](=[O:21])[C:19]3[C:14](=[CH:15][CH:16]=[CH:17][CH:18]=3)[C:13]2=[O:22])[CH3:11])=[N:4][O:5][C:6]=1[CH2:7][OH:29]. Procedure details: A mixture of 2-{(1S)-2-[(4-fluoro-5-methylisoxazol-3-yl)oxy]-1-methylethyl}-1H-isoindole-1,3(2H)-dione (383 mg), N-bromosuccinimide (269 mg), 2,2′-azobis(2-methylpropionitrile) (20.7 mg) and (trifluoromethyl)benzene (5 mL) was stirred at 100° C. overnight. Water was added to the reaction mixture, and the mixture was extracted with ethyl acetate. The obtained organic layer was washed with saturated brine, and dried over anhydrous magnesium sulfate, and the solvent was evaporated under reduced pre... Reaction SMILES: [CH2:1]([CH3:2])[O:3][C:4]([CH2:5][c:6]1[c:7]2[c:8]([s:9][cH:10]1)[cH:11][c:12](-[c:15]1[c:16]([CH3:39])[cH:17][c:18]([O:21][CH2:22][c:23]3[n:24](-[c:31]4[c:32]([Cl:38])[cH:33][cH:34][cH:35][c:36]4[Cl:37])[n:25][cH:26][c:27]3[CH:28]([CH3:29])[CH3:30])[cH:19][cH:20]1)[cH:13][cH:14]2)=[O:40].[CH3:48][OH:49].[Na+:42].[O:43]1[CH2:44][CH2:45][CH2:46][CH2:47]1.[OH-:41]>>[O:3]=[C:4]([CH2:5][c:6]1[c:7]2[c:8]([s:9][cH:10]1)[cH:11][c:12](-[c:15]1[c:16]([CH3:39])[cH:17][c:18]([O:21][CH2:22][c:23]3[n:24](-[c:31]4[c:32]([Cl:38])[cH:33][cH:34][cH:35][c:36]4[Cl:37])[n:25][cH:26][c:27]3[CH:28]([CH3:29])[CH3:30])[cH:19][cH:20]1)[cH:13][cH:14]2)[OH:40]. Product: Cc1cc(OCc2c(C(C)C)cnn2-c2c(Cl)cccc2Cl)ccc1-c1ccc2c(CC(=O)O)csc2c1. Reactants: CCOC(=O)Cc1csc2cc(-c3ccc(OCc4c(C(C)C)cnn4-c4c(Cl)cccc4Cl)cc3C)ccc12, CO, [Na+], C1CCOC1, [OH-]. Starting materials: O (water), BrCC(=O)NCC(=O)N(C)C=1C(=C(COC=2C=CC=C3C=CC(=NC23)C)C(=CC1)Cl)Cl (8-[3-[N-(bromoacetylglycyl)-N-methylamino]-2,6-dichlorobenzyloxy]-2-methylquinoline), [N+](=O)([O-])C1=CC=C(C=C1)N1CCNCC1 (4-nitro-1-(1-piperazinyl)benzene), C([O-])([O-])=O.[K+].[K+] (potassium carbonate). The solvent is CN(C=O)C (dimethylformamide). Run at time 1 hour. Product: ClC1=C(COC=2C=CC=C3C=CC(=NC23)C)C(=CC=C1N(C(CNC(CN1CCN(CC1)C1=CC=C(C=C1)[N+](=O)[O-])=O)=O)C)Cl (8-[2,6-dichloro-3-[N-methyl-N-[2-[4-(4-nitrophenyl)piperazin-1-yl]acetylglycyl]amino]benzyloxy]-2-methylquinoline). The yield is 39.4%. Reaction SMILES: Br[CH2:2][C:3]([NH:5][CH2:6][C:7]([N:9]([C:11]1[C:12]([Cl:31])=[C:13]([C:27]([Cl:30])=[CH:28][CH:29]=1)[CH2:14][O:15][C:16]1[CH:17]=[CH:18][CH:19]=[C:20]2[C:25]=1[N:24]=[C:23]([CH3:26])[CH:22]=[CH:21]2)[CH3:10])=[O:8])=[O:4].[N+:32]([C:35]1[CH:40]=[CH:39][C:38]([N:41]2[CH2:46][CH2:45][NH:44][CH2:43][CH2:42]2)=[CH:37][CH:36]=1)([O-:34])=[O:33].C(=O)([O-])[O-].[K+].[K+].O>CN(C)C=O>[Cl:31][C:12]1[C:11]([N:9]([CH3:10])[C:7](=[O:8])[CH2:6][NH:5][C:3](=[O:4])[CH2:2][N:44]2[CH2:45][CH2:46][N:41]([C:38]3[CH:37]=[CH:36][C:35]([N+:32]([O-:34])=[O:33])=[CH:40][CH:39]=3)[CH2:42][CH2:43]2)=[CH:29][CH:28]=[C:27]([Cl:30])[C:13]=1[CH2:14][O:15][C:16]1[CH:17]=[CH:18][CH:19]=[C:20]2[C:25]=1[N:24]=[C:23]([CH3:26])[CH:22]=[CH:21]2 |f:2.3.4|. Procedure details: A mixture of 8-[3-[N-(bromoacetylglycyl)-N-methylamino]-2,6-dichlorobenzyloxy]-2-methylquinoline (90 mg), 4-nitro-1-(1-piperazinyl)benzene (48 mg) and potassium carbonate (94 mg) in dimethylformamide (2 ml) was stirred at ambient temperature for 1 hour and water added thereto. The mixture was extracted with ethyl acetate twice, and the combined organic layer was washed with water, dried and concentrated. The residue was purified by preparative thin-layer chromatography (10% methanol in dichlorom... Starting materials: BrC1=CC2=C(C=C1)C1(CCN(CC1)C(=O)C1=CNC3=CC(=CC=C13)Cl)OC2=O (5-bromo-1′-[(6-chloro-1H-indol-3-yl)carbonyl]-3H-spiro[2-benzofuran-1,4′-piperidin]-3-one), FC=1C=C(C(=O)Cl)C=CC1 (3-fluorobenzoyl chloride). Product: BrC1=CC2=C(C=C1)C1(CCN(CC1)C(=O)C1=CN(C3=CC(=CC=C13)Cl)C(C1=CC(=CC=C1)F)=O)OC2=O (5-Bromo-1′-{[6-chloro-1-(3-fluorobenzoyl)-1H-indol-3-yl]carbonyl}-3H-spiro[2-benzofuran-1,4′-piperidin]-3-one). RXN SMILES: [Br:1][C:2]1[CH:7]=[CH:6][C:5]2[C:8]3([O:26][C:27](=[O:28])[C:4]=2[CH:3]=1)[CH2:13][CH2:12][N:11]([C:14]([C:16]1[C:24]2[C:19](=[CH:20][C:21]([Cl:25])=[CH:22][CH:23]=2)[NH:18][CH:17]=1)=[O:15])[CH2:10][CH2:9]3.[F:29][C:30]1[CH:31]=[C:32]([CH:36]=[CH:37][CH:38]=1)[C:33](Cl)=[O:34]>>[Br:1][C:2]1[CH:7]=[CH:6][C:5]2[C:8]3([O:26][C:27](=[O:28])[C:4]=2[CH:3]=1)[CH2:9][CH2:10][N:11]([C:14]([C:16]1[C:24]2[C:19](=[CH:20][C:21]([Cl:25])=[CH:22][CH:23]=2)[N:18]([C:33](=[O:34])[C:32]2[CH:36]=[CH:37][CH:38]=[C:30]([F:29])[CH:31]=2)[CH:17]=1)=[O:15])[CH2:12][CH2:13]3. Reported procedure: Following the general procedure VII as described above, the acylation of 5-bromo-1′-[(6-chloro-1H-indol-3-yl)carbonyl]-3H-spiro[2-benzofuran-1,4′-piperidin]-3-one with commercially available 3-fluorobenzoyl chloride gave the title compound. ES-MS m/e (%): 581.2 (M+H+). Reactants: CO, NC(=O)C1=Cc2ccccc2-c2cc3ccc(C(N)=O)cc3n2C1. Yields the product NC(=O)C1=Cn2c(cc3ccc(C(N)=O)cc32)-c2ccccc2C1. Reaction SMILES: [CH3:25][OH:26].[cH:1]1[cH:2][cH:3][cH:4][c:5]2[c:11]1-[c:10]1[n:9]([c:18]3[c:13]([cH:12]1)[cH:14][cH:15][c:16]([C:19](=[O:20])[NH2:21])[cH:17]3)[CH2:8][C:7]([C:22](=[O:23])[NH2:24])=[CH:6]2>>[cH:1]1[cH:2][cH:3][cH:4][c:5]2[c:11]1-[c:10]1[n:9]([c:18]3[c:13]([cH:12]1)[cH:14][cH:15][c:16]([C:19](=[O:20])[NH2:21])[cH:17]3)[CH:8]=[C:7]([C:22](=[O:23])[NH2:24])[CH2:6]2. Reactants: CO, Cl, C1=C(c2cccnc2OC2CNC2)CCOC1. The product is c1cnc(OC2CNC2)c(C2CCOCC2)c1. Reaction SMILES: [CH3:19][OH:20].[ClH:1].[NH:2]1[CH2:3][CH:4]([O:6][c:7]2[n:8][cH:9][cH:10][cH:11][c:12]2[C:13]2=[CH:18][CH2:17][O:16][CH2:15][CH2:14]2)[CH2:5]1>>[NH:2]1[CH2:3][CH:4]([O:6][c:7]2[n:8][cH:9][cH:10][cH:11][c:12]2[CH:13]2[CH2:14][CH2:15][O:16][CH2:17][CH2:18]2)[CH2:5]1. Reactants: FC1=C(NC=2C(=CNC(C2)=O)C(=O)NCCCO)C=CC(=C1)I (4-(2-Fluoro-4-iodoanilino)-N-(3-hydroxypropyl)-6-oxo-1,6-dihydro-3-pyridinecarboxamide), [Si](C)(C)(C)C#C (TMS-acetylene). Reagents/catalysts: [Cu]I (CuI), Cl[Pd]([P](C1=CC=CC=C1)(C2=CC=CC=C2)C3=CC=CC=C3)([P](C4=CC=CC=C4)(C5=CC=CC=C5)C6=CC=CC=C6)Cl ((Ph3P)2PdCl2). Solvent: C1CCOC1.CN(C)C=O (THF DMF). Product: FC1=C(NC=2C(=CNC(C2)=O)C(=O)NCCCO)C=CC(=C1)C#C[Si](C)(C)C (4-{2-fluoro-4-[(trimethylsilyl)ethynyl]anilino}-N-(3-hydroxypropyl)-6-oxo-1,6-dihydro-3-pyridinecarboxamide). Yield: 94.0%. Reaction SMILES: [F:1][C:2]1[CH:22]=[C:21](I)[CH:20]=[CH:19][C:3]=1[NH:4][C:5]1[C:6]([C:12]([NH:14][CH2:15][CH2:16][CH2:17][OH:18])=[O:13])=[CH:7][NH:8][C:9](=[O:11])[CH:10]=1.[Si:24]([C:28]#[CH:29])([CH3:27])([CH3:26])[CH3:25]>C1COCC1.CN(C=O)C.[Cu]I.Cl[Pd](Cl)([P](C1C=CC=CC=1)(C1C=CC=CC=1)C1C=CC=CC=1)[P](C1C=CC=CC=1)(C1C=CC=CC=1)C1C=CC=CC=1>[F:1][C:2]1[CH:22]=[C:21]([C:29]#[C:28][Si:24]([CH3:27])([CH3:26])[CH3:25])[CH:20]=[CH:19][C:3]=1[NH:4][C:5]1[C:6]([C:12]([NH:14][CH2:15][CH2:16][CH2:17][OH:18])=[O:13])=[CH:7][NH:8][C:9](=[O:11])[CH:10]=1 |f:2.3,^1:44,63|. Procedure details: 4-(2-Fluoro-4-iodoanilino)-N-(3-hydroxypropyl)-6-oxo-1,6-dihydro-3-pyridinecarboxamide was reacted with TMS-acetylene in the presence of CuI, (Ph3P)2PdCl2 and TEA in THF/DMF (1:1) as for example 2. The residue resulting from removal of the reaction solvents under reduced pressure was purified by column chromatography on silica gel (10% MeOH/CH2Cl2 as eluant) to give 4-{2-fluoro-4-[(trimethylsilyl)ethynyl]anilino}-N-(3-hydroxypropyl)-6-oxo-1,6-dihydro-3-pyridinecarboxamide as an off-white solid (... The reactants are C(C)(=O)C1C(CC(CC1)C)=O (2-acetyl-5-methylcyclohexanone), CC(CCCCCC)C=1C=C(C=C(O)C1)O (5-(1 -methylheptyl)resorcinol). Product: OC1=CC(=CC=2OC=3CC(CCC3C(C12)C)C)C(CCCCCC)C (5,6,7,8-tetrahydro-1 -hydroxy-6,9-dimethyl-3-(1-methylheptyl)xanthene). Reaction SMILES: [C:1]([CH:4]1[CH2:9][CH2:8][CH:7]([CH3:10])[CH2:6][C:5]1=O)(=O)[CH3:2].[CH3:12][CH:13]([C:20]1[CH:21]=[C:22]([OH:27])[CH:23]=[C:24]([CH:26]=1)[OH:25])[CH2:14][CH2:15][CH2:16][CH2:17][CH2:18][CH3:19]>>[OH:27][C:22]1[C:23]2[CH:1]([CH3:2])[C:4]3[CH2:9][CH2:8][CH:7]([CH3:10])[CH2:6][C:5]=3[O:25][C:24]=2[CH:26]=[C:20]([CH:13]([CH3:12])[CH2:14][CH2:15][CH2:16][CH2:17][CH2:18][CH3:19])[CH:21]=1. Procedure details: Reaction of 2-acetyl-5-methylcyclohexanone with 5-(1 -methylheptyl)resorcinol according to the procedure of Example 1 gives 5,6,7,8-tetrahydro-1 -hydroxy-6,9-dimethyl-3-(1-methylheptyl)xanthene.